This data is from the Open Reaction Database (ORD), a public repository of structured organic reaction records. The task is: describe an organic reaction: reactants, conditions, products, and yield Yields the product COC(=O)c1ccn2nc(C=O)n(Cc3ccccc3)c(=O)c12. As a reaction SMILES: [CH2:33]1[O:34][CH2:35][CH2:36][CH2:37]1.[CH3:7][O:8][C:9](=[O:10])[c:11]1[cH:12][cH:13][n:14]2[n:15][c:16]([CH:28]=[CH:29][N:30]([CH3:31])[CH3:32])[n:17]([CH2:21][c:22]3[cH:23][cH:24][cH:25][cH:26][cH:27]3)[c:18](=[O:20])[c:19]12.[I+3:1]([O-:2])([O-:3])([O-:4])[O-:5].[Na+:6]>>[O:2]=[CH:28][c:16]1[n:15][n:14]2[cH:13][cH:12][c:11]([C:9]([O:8][CH3:7])=[O:10])[c:19]2[c:18](=[O:20])[n:17]1[CH2:21][c:22]1[cH:23][cH:24][cH:25][cH:26][cH:27]1. Starting materials: C1CCOC1, COC(=O)c1ccn2nc(C=CN(C)C)n(Cc3ccccc3)c(=O)c12, [O-][I+3]([O-])([O-])[O-], [Na+]. The reactants are OC=1C=CC2=C(C=CC3=C(S2(=O)=O)C=C(C=C3)C(=O)O)C1 (8-hydroxy-dibenzo[b,f]thiepin-3-carboxylic acid 5,5-dioxide), C1=CC(=CC=2S(C3=C(C=CC21)C=CC=C3)(=O)=O)C(=O)O (dibenzo[b,f]thiepin-3-carboxylic acid 5,5-dioxide). The product is OC=1C=CC2=C(C=CC3=C(S2(=O)=O)C=C(C=C3)CO)C1 (8-Hydroxy-3-hydroxymethyl-dibenzo[b,f]thiepin-5,5-dioxide). RXN SMILES: [OH:1][C:2]1[CH:3]=[CH:4][C:5]2[S:11](=[O:13])(=[O:12])[C:10]3[CH:14]=[C:15]([C:18](O)=[O:19])[CH:16]=[CH:17][C:9]=3[CH:8]=[CH:7][C:6]=2[CH:21]=1.C1C2C=CC3C=CC=CC=3S(=O)(=O)C=2C=C(C(O)=O)C=1>>[OH:1][C:2]1[CH:3]=[CH:4][C:5]2[S:11](=[O:13])(=[O:12])[C:10]3[CH:14]=[C:15]([CH2:18][OH:19])[CH:16]=[CH:17][C:9]=3[CH:8]=[CH:7][C:6]=2[CH:21]=1. Procedure details: Repeat the process of Example 6, substituting an equivalent quantity of 8-hydroxy-dibenzo[b,f]thiepin-3-carboxylic acid 5,5-dioxide for the dibenzo[b,f]thiepin-3-carboxylic acid 5,5-dioxide, to obtain the title product. Reactants: CC1=NN(C(=C1C1=CC=CC=C1)C)C1=CC=C(C=C1)CCNC(OC1=CC=CC=C1)=O (Phenyl 2-[4-(3,5-dimethyl-4-phenyl-1H-pyrazol-1-yl)phenyl]ethylcarbamate), CC1=C(C=CC=C1)S(=O)(=O)N (2-methylbenzenesulfonamide). The product is CC1=NN(C(=C1C1=CC=CC=C1)C)C1=CC=C(C=C1)CCNC(=O)NS(=O)(=O)C1=C(C=CC=C1)C (N-[({2-[4-(3,5-Dimethyl-4-phenyl-1H-pyrazol-1-yl)phenyl]ethyl}amino)carbonyl]-2-methylbenzenesulfonamide). Reaction SMILES: [CH3:1][C:2]1[C:6]([C:7]2[CH:12]=[CH:11][CH:10]=[CH:9][CH:8]=2)=[C:5]([CH3:13])[N:4]([C:14]2[CH:19]=[CH:18][C:17]([CH2:20][CH2:21][NH:22][C:23](=O)[O:24]C3C=CC=CC=3)=[CH:16][CH:15]=2)[N:3]=1.[CH3:32][C:33]1[CH:38]=[CH:37][CH:36]=[CH:35][C:34]=1[S:39]([NH2:42])(=[O:41])=[O:40]>>[CH3:1][C:2]1[C:6]([C:7]2[CH:8]=[CH:9][CH:10]=[CH:11][CH:12]=2)=[C:5]([CH3:13])[N:4]([C:14]2[CH:15]=[CH:16][C:17]([CH2:20][CH2:21][NH:22][C:23]([NH:42][S:39]([C:34]3[CH:35]=[CH:36][CH:37]=[CH:38][C:33]=3[CH3:32])(=[O:41])=[O:40])=[O:24])=[CH:18][CH:19]=2)[N:3]=1. Procedure details: The title compound was prepared according to the procedure described in step 2 of Example 22 from phenyl 2-[4-(3,5-dimethyl-4-phenyl-1H-pyrazol-1-yl)phenyl]ethylcarbamate (step 1 of Example 22) and 2-methylbenzenesulfonamide: 1H-NMR (CDCl3) δ 7.93 (1H, d, J=8.3 Hz), 7.50-7.21 (12H, m), 6.29 (1H, br.s), 3.49-3.43 (2H, m), 2.81 (2H, t, J=6.5 Hz), 2.62 (3H, s), 2.33 (3H, s), 2.24 (3H, s). Starting materials: FC(OC1=CC=C(C=C1)N1CCN(CC1)C(=O)Cl)(F)F (4-(4-Trifluoromethoxyphenyl)piperazine-1-carbonylchloride), C(C)(C)N(C(C)C)CC (N,N-diisopropylethylamine), ClC=1N(C=C(N1)[N+](=O)[O-])C[C@@](CO)(C)O ((R)-2-chloro-1-(2,3-dihydroxy-2-methylpropyl)-4-nitroimidazole). The reagents and catalysts are CN(C1=CC=NC=C1)C (4-dimethylaminopyridine). Solvent: C1(=CC=CC=C1)C (toluene), C(C)(=O)OCC (ethyl acetate). Run at temperature 100 celsius, time 8.5 hour. The product is FC(OC1=CC=C(C=C1)N1CCN(CC1)C(=O)OC[C@](CN1C(=NC(=C1)[N+](=O)[O-])Cl)(C)O)(F)F ((R)-3-(2-chloro-4-nitroimidazol-1-yl)-2-hydroxy-2-methylpropyl 4-(4-trifluoromethoxyphenyl)piperazine-1-carboxylate). Isolated yield 90.7%. RXN SMILES: [F:1][C:2]([F:20])([F:19])[O:3][C:4]1[CH:9]=[CH:8][C:7]([N:10]2[CH2:15][CH2:14][N:13]([C:16](Cl)=[O:17])[CH2:12][CH2:11]2)=[CH:6][CH:5]=1.C(N(CC)C(C)C)(C)C.[Cl:30][C:31]1[N:32]([CH2:39][C@:40]([OH:44])([CH3:43])[CH2:41][OH:42])[CH:33]=[C:34]([N+:36]([O-:38])=[O:37])[N:35]=1>CN(C)C1C=CN=CC=1.C1(C)C=CC=CC=1.C(OCC)(=O)C>[F:1][C:2]([F:20])([F:19])[O:3][C:4]1[CH:9]=[CH:8][C:7]([N:10]2[CH2:15][CH2:14][N:13]([C:16]([O:42][CH2:41][C@@:40]([OH:44])([CH3:43])[CH2:39][N:32]3[CH:33]=[C:34]([N+:36]([O-:38])=[O:37])[N:35]=[C:31]3[Cl:30])=[O:17])[CH2:12][CH2:11]2)=[CH:6][CH:5]=1. Procedure details: 4-(4-Trifluoromethoxyphenyl)piperazine-1-carbonylchloride (1.25 g, 4.2 mmol), N,N-diisopropylethylamine (0.96 ml, 5.6 mmol) and 4-dimethylaminopyridine (67 mg, 0.56 mmol) were added to a suspension of (R)-2-chloro-1-(2,3-dihydroxy-2-methylpropyl)-4-nitroimidazole prepared in Example 10 (0.65 g, 2.8 mmol) in toluene (13 ml) followed by stirring at 100° C. for 8.5 hours. The reaction mixture was diluted with ethyl acetate, washed with water, dried over magnesium sulfate and then concentrated under... Starting materials: COC=1C=C2C(=N[C@H]3CCCC[C@H]3C2=CC1OC)C1=CC=C(C=C1)C(=O)O ((+/−)-cis-8,9-dimethoxy-6-(4-carboxyphenyl)-1,2,3,4,4a,10b-hexahydrophenanthridine), S(=O)(Cl)Cl (thionyl chloride), C1(CC1)CO (cyclopropylmethanol). Run at temperature 50 celsius, time 4 day. Product: COC=1C=C2C(=N[C@H]3CCCC[C@H]3C2=CC1OC)C1=CC=C(C=C1)C(=O)OCC1CC1 ((+/−)-cis-8,9-dimethoxy-6-[4-(cyclopropylmethoxycarbonyl)phenyl]-1,2,3,4,4a ,10b-hexahydrophenanthridine). Reaction SMILES: [CH3:1][O:2][C:3]1[CH:4]=[C:5]2[C:14](=[CH:15][C:16]=1[O:17][CH3:18])[C@H:13]1[C@H:8]([CH2:9][CH2:10][CH2:11][CH2:12]1)[N:7]=[C:6]2[C:19]1[CH:24]=[CH:23][C:22]([C:25]([OH:27])=[O:26])=[CH:21][CH:20]=1.S(Cl)(Cl)=O.[CH:32]1([CH2:35]O)[CH2:34][CH2:33]1>>[CH3:1][O:2][C:3]1[CH:4]=[C:5]2[C:14](=[CH:15][C:16]=1[O:17][CH3:18])[C@H:13]1[C@H:8]([CH2:9][CH2:10][CH2:11][CH2:12]1)[N:7]=[C:6]2[C:19]1[CH:20]=[CH:21][C:22]([C:25]([O:27][CH2:35][CH:32]2[CH2:34][CH2:33]2)=[O:26])=[CH:23][CH:24]=1. Reported procedure: 2.0 g of (+/−)-cis-8,9-dimethoxy-6-(4-carboxyphenyl)-1,2,3,4,4a,10b-hexahydrophenanthridine are suspended in 12.0 ml of cyclopropylmethanol, admixed with 1.0 ml of thionyl chloride and stirred at 50° C. for 4 days. The solution is concentrated under reduced pressure and the residue is partitioned between ethyl acetate and dilute sodium bicarbonate solution. The organic phase is dried with sodium sulfate and concentrated. The residue is recrystallized from ethyl acetate. This gives 1.33 g (63.7% ... Starting materials: [K].COCC(=O)C1C(N(CC1)C(=O)OC(C)(C)C)=O (tert-butyl 3-(2-methoxyacetyl)-2-oxopyrrolidine-1-carboxylate potassium salt), Cl (hydrochloric acid), NC1=CC=CC=C1 (aniline), O.C1(=CC=C(C=C1)S(=O)(=O)O)C (p-toluenesulfonic acid monohydrate). Run in C1(=CC=CC=C1)C (toluene), C1CCCCC1 (cyclohexane). Run at time 10 minute. The product is COCC(NC1=CC=CC=C1)=C1C(N(CC1)C(=O)OC(C)(C)C)=O (tert-butyl 3-(2-methoxy-1-(phenylamino)ethylidene)-2-oxopyrrolidine-1-carboxylate). Yield: 34.3%. RXN SMILES: [K].[CH3:2][O:3][CH2:4][C:5]([CH:7]1[CH2:11][CH2:10][N:9]([C:12]([O:14][C:15]([CH3:18])([CH3:17])[CH3:16])=[O:13])[C:8]1=[O:19])=O.Cl.[NH2:21][C:22]1[CH:27]=[CH:26][CH:25]=[CH:24][CH:23]=1.O.C1(C)C=CC(S(O)(=O)=O)=CC=1>C1CCCCC1.C1(C)C=CC=CC=1>[CH3:2][O:3][CH2:4][C:5](=[C:7]1[CH2:11][CH2:10][N:9]([C:12]([O:14][C:15]([CH3:18])([CH3:17])[CH3:16])=[O:13])[C:8]1=[O:19])[NH:21][C:22]1[CH:27]=[CH:26][CH:25]=[CH:24][CH:23]=1 |f:0.1,4.5,^1:0|. Procedure: Into a 200 mL four-mouthed flask were added tert-butyl 3-(2-methoxyacetyl)-2-oxopyrrolidine-1-carboxylate potassium salt (9.00 g) [mw. 295.37, 30.47 mmol], 1 mol/L aqueous hydrochloric acid solution (50 mL) and toluene (90 mL), and the mixture was stirred at room temperature for 10 min. After partitioning, the organic layer was washed with water (50 mL), and dried over magnesium sulfate. After filtration, aniline (2.84 g) [mw. 93.13, 30.50 mmol], p-toluenesulfonic acid monohydrate (0.58 g) [mw. ... Reactants: O=C1N(C(c2ccccc2)c2ccccc2)c2cccc(Cl)c2C1(O)c1cc2c(cc1O)OCC2, Cc1cc(O)c(C2(O)C(=O)N(C(c3ccccc3)c3ccccc3)c3ccccc32)cc1C. Yields the product Cc1cc(O)c(C2C(=O)N(C(c3ccccc3)c3ccccc3)c3ccccc32)cc1C. As a reaction SMILES: [Cl:34][c:35]1[cH:36][cH:37][cH:38][c:39]2[c:40]1[C:41]([OH:42])([c:43]1[c:44]([OH:45])[cH:46][c:47]3[c:51]([cH:52]1)[CH2:50][CH2:49][O:48]3)[C:53](=[O:54])[N:55]2[CH:56]([c:57]1[cH:58][cH:59][cH:60][cH:61][cH:62]1)[c:63]1[cH:64][cH:65][cH:66][cH:67][cH:68]1.[c:1]1([CH:7]([N:8]2[C:9](=[O:27])[C:10]([c:17]3[c:18]([OH:25])[cH:19][c:20]([CH3:24])[c:21]([CH3:23])[cH:22]3)([OH:26])[c:11]3[cH:12][cH:13][cH:14][cH:15][c:16]32)[c:28]2[cH:29][cH:30][cH:31][cH:32][cH:33]2)[cH:2][cH:3][cH:4][cH:5][cH:6]1>>[c:1]1([CH:7]([N:8]2[C:9](=[O:27])[CH:10]([c:17]3[c:18]([OH:25])[cH:19][c:20]([CH3:24])[c:21]([CH3:23])[cH:22]3)[c:11]3[cH:12][cH:13][cH:14][cH:15][c:16]32)[c:28]2[cH:29][cH:30][cH:31][cH:32][cH:33]2)[cH:2][cH:3][cH:4][cH:5][cH:6]1. Starting materials: Cl (hydrochloric acid), C(C)(=O)OCC (ethyl acetate), O (water), OC1(CC=C(C=C1)C1=CC=CC=C1)C(=O)O (4-hydroxy-4-biphenylcarboxylic acid). Solvent: O1CCCC1 (tetrahydrofuran). Run at time 30 minute. Yields the product OC1(CC=C(C=C1)C1=CC=CC=C1)CO (4-hydroxy-4-biphenylmethanol). The yield is 29.0%. Reaction SMILES: [OH:1][C:2]1([C:14](O)=[O:15])[CH:7]=[CH:6][C:5]([C:8]2[CH:13]=[CH:12][CH:11]=[CH:10][CH:9]=2)=[CH:4][CH2:3]1.C(OCC)(=O)C.O.Cl>O1CCCC1>[OH:1][C:2]1([CH2:14][OH:15])[CH:3]=[CH:4][C:5]([C:8]2[CH:13]=[CH:12][CH:11]=[CH:10][CH:9]=2)=[CH:6][CH2:7]1. Procedure details: To a solution of 4-hydroxy-4-biphenylcarboxylic acid (2.14 g) in tetrahydrofuran (25 ml) under an argon atmosphere was added slowly 1M borane-THF complex (50 ml). The resulting mixture was stirred for 18 hours before the addition of ethyl acetate (10 ml) and water (100 ml). The resulting mixture was acidified with 2N hydrochloric acid and stirred for 30 minutes. The aqueous layer was extracted with ethyl acetate (2×100 ml). The organic extracts were combined, dried (MgSO4) and evaporated . Recry... The product is CN1CCc2c([nH]c3ccccc23)C1. Reaction SMILES: [CH2:14]=[O:15].[CH2:1]1[NH:2][CH2:3][CH2:4][c:5]2[c:6]3[cH:7][cH:8][cH:9][cH:10][c:11]3[nH:12][c:13]21.[CH3:17][OH:18].[ClH:16].[OH2:19]>>[CH2:1]1[N:2]([CH3:14])[CH2:3][CH2:4][c:5]2[c:6]3[cH:7][cH:8][cH:9][cH:10][c:11]3[nH:12][c:13]21. Starting materials: C=O, c1ccc2c3c([nH]c2c1)CNCC3, CO, Cl, O. The reactants are Oc1ncnc2ccc(Br)cc12, COc1ccccc1B(O)O, [K+], [K+], [K+], CN(C)C=O, O=P([O-])([O-])[O-]. The product is COc1ccccc1-c1ccc2ncnc(O)c2c1. As a reaction SMILES: [Br:1][c:2]1[cH:3][c:4]2[c:5]([OH:12])[n:6][cH:7][n:8][c:9]2[cH:10][cH:11]1.[CH3:13][O:14][c:15]1[c:16]([B:21]([OH:22])[OH:23])[cH:17][cH:18][cH:19][cH:20]1.[K+:29].[K+:30].[K+:31].[O:32]=[CH:33][N:34]([CH3:35])[CH3:36].[P:24]([O-:25])([O-:26])([O-:27])=[O:28]>>[c:2]1(-[c:16]2[c:15]([O:14][CH3:13])[cH:20][cH:19][cH:18][cH:17]2)[cH:3][c:4]2[c:5]([OH:12])[n:6][cH:7][n:8][c:9]2[cH:10][cH:11]1.